From a dataset of the Open Reaction Database (ORD), a public repository of structured organic reaction records. describe an organic reaction: reactants, conditions, products, and yield Reactants: C1CCOC1, CC(CO[Si](C)(C)C(C)(C)C)Oc1cc(O[Si](C)(C)C(C)(C)C)cc(C(=O)Nc2nccs2)c1, [Li+], [OH-], O. Product: CC(CO[Si](C)(C)C(C)(C)C)Oc1cc(O)cc(C(=O)Nc2nccs2)c1. RXN SMILES: [CH2:38]1[O:39][CH2:40][CH2:41][CH2:42]1.[CH3:4][C:5]([Si:6]([CH3:7])([CH3:8])[O:9][c:10]1[cH:11][c:12]([C:13](=[O:14])[NH:15][c:16]2[s:17][cH:18][cH:19][n:20]2)[cH:21][c:22]([O:24][CH:25]([CH2:26][O:27][Si:28]([CH3:29])([CH3:30])[C:31]([CH3:32])([CH3:33])[CH3:34])[CH3:35])[cH:23]1)([CH3:36])[CH3:37].[Li+:3].[OH-:2].[OH2:1]>>[OH:9][c:10]1[cH:11][c:12]([C:13](=[O:14])[NH:15][c:16]2[s:17][cH:18][cH:19][n:20]2)[cH:21][c:22]([O:24][CH:25]([CH2:26][O:27][Si:28]([CH3:29])([CH3:30])[C:31]([CH3:32])([CH3:33])[CH3:34])[CH3:35])[cH:23]1. Starting materials: C(#N)C1=C(C=C(C=C1)NC(C(CSC1=CC=C(C=C1)F)(C)O)=O)C(F)(F)F (N-[4-cyano-3-trifluoromethyl-phenyl]-3-[4-fluorophenyl-thio]-2-hydroxy-2-methyl-propionamide), O (water), OOS(=O)[O-].[K+] (Oxone). Run in CO (methanol). Conditions: temperature 25 celsius, time 6 hour. Yields the product C(#N)C1=C(C=C(C=C1)NC(C(CS(=O)(=O)C1=CC=C(C=C1)F)(C)O)=O)C(F)(F)F (N-[4-cyano-3-trifluoromethyl-phenyl]-3-[4-fluorophenyl-sulfonyl]-2-hydroxy-2-methyl-propionamide). As a reaction SMILES: [C:1]([C:3]1[CH:8]=[CH:7][C:6]([NH:9][C:10](=[O:23])[C:11]([OH:22])([CH3:21])[CH2:12][S:13][C:14]2[CH:19]=[CH:18][C:17]([F:20])=[CH:16][CH:15]=2)=[CH:5][C:4]=1[C:24]([F:27])([F:26])[F:25])#[N:2].[OH2:28].[OH:29]OS([O-])=O.[K+]>CO>[C:1]([C:3]1[CH:8]=[CH:7][C:6]([NH:9][C:10](=[O:23])[C:11]([OH:22])([CH3:21])[CH2:12][S:13]([C:14]2[CH:15]=[CH:16][C:17]([F:20])=[CH:18][CH:19]=2)(=[O:29])=[O:28])=[CH:5][C:4]=1[C:24]([F:27])([F:26])[F:25])#[N:2] |f:2.3|. Procedure: To a solution of 40 g (0.1 mol) of N-[4-cyano-3-trifluoromethyl-phenyl]-3-[4-fluorophenyl-thio]-2-hydroxy-2-methyl-propionamide in 600 ml of methanol and 400 ml of water 100 g (0.16 mol) of Oxone® oxidizing agent [2KHSO5KHSO4K2SO4 salt] was added. The reaction mixture was stirred at 25° C. for 6 h, then the methanol was distilled off under diminished pressure and the residue was extracted twice with 500 ml of dichloromethane. The organic layer was washed twice with 400 ml of 10% aqueous sodium t... Reactants: C1(CCCCC1)N1C(N(C2=NC(=NC=C2C1)S(=O)(=O)C)C)=O (3-cyclohexyl-7-methanesulfonyl-3,4-dihydro-1-methylpyrimido[4,5-d]pyrimidin-2-(1H)-one), C(C)N(CCOC1=CC=C(N)C=C1)CC (4-[2-(diethylamino)ethoxy]aniline). Reaction conditions: temperature 180 celsius. The product is C1(CCCCC1)N1C(N(C2=NC(=NC=C2C1)NC1=CC=C(C=C1)OCCN(CC)CC)C)=O (3-cyclohexyl-7-[4-[2-(diethylamino)ethoxy]anilino]-3,4-dihydro-1-methylpyrimido[4,5-d]pyrimidin-2(1H)-one). Yield: 17.8%. Reaction SMILES: [CH:1]1([N:7]2[CH2:16][C:15]3[C:10](=[N:11][C:12](S(C)(=O)=O)=[N:13][CH:14]=3)[N:9]([CH3:21])[C:8]2=[O:22])[CH2:6][CH2:5][CH2:4][CH2:3][CH2:2]1.[CH2:23]([N:25]([CH2:36][CH3:37])[CH2:26][CH2:27][O:28][C:29]1[CH:35]=[CH:34][C:32]([NH2:33])=[CH:31][CH:30]=1)[CH3:24]>>[CH:1]1([N:7]2[CH2:16][C:15]3[C:10](=[N:11][C:12]([NH:33][C:32]4[CH:31]=[CH:30][C:29]([O:28][CH2:27][CH2:26][N:25]([CH2:36][CH3:37])[CH2:23][CH3:24])=[CH:35][CH:34]=4)=[N:13][CH:14]=3)[N:9]([CH3:21])[C:8]2=[O:22])[CH2:6][CH2:5][CH2:4][CH2:3][CH2:2]1. Procedure details: A mixture of 100 mg (0.31 mmol) of 3-cyclohexyl-7-methanesulfonyl-3,4-dihydro-1-methylpyrimido[4,5-d]pyrimidin-2-(1H)-one and 400 mg (1.9 mmol) of 4-[2-(diethylamino)ethoxy]aniline was heated at 180° C. for 35 minutes and then cooled. The residue was chromatographed on silica gel using dichloromethane/methanol/acetic acid/water (240:24:3:2) for the elution. Product-containing fractions were combined and evaporated. The residue was evaporated with toluene and then dissolved in 40 ml of dichlorome... Starting materials: C(C)I (ethyl iodide), O (water), C1(=CC=CC=C1)C(C#N)C (2-phenylpropionitrile), solution, C[Si](C)(C)[N-][Si](C)(C)C.[Na+] (NaHMDS). Run in CS(=O)C (DMSO), C1CCOC1 (THF). Run at temperature 0 celsius, time 15 minute. Product: CC(C#N)(CC)C1=CC=CC=C1 (2-methyl-2-phenylbutyronitrile). RXN SMILES: [C:1]1([CH:7]([CH3:10])[C:8]#[N:9])[CH:6]=[CH:5][CH:4]=[CH:3][CH:2]=1.C[Si]([N-][Si](C)(C)C)(C)C.[Na+].[CH2:21](I)[CH3:22].O>CS(C)=O.C1COCC1>[CH3:10][C:7]([C:1]1[CH:6]=[CH:5][CH:4]=[CH:3][CH:2]=1)([CH2:21][CH3:22])[C:8]#[N:9] |f:1.2|. Procedure: To a solution of 5 g (38 mmol) of 2-phenylpropionitrile in 50 mL of DMSO was added 42 mL of a 1M solution of NaHMDS in THF. After 15 minutes, the reaction was cooled to 0° C. and 4.6 mL of ethyl iodide was added. The reaction was monitored by TLC. After 30 minutes, the mixture was poured into water and extracted with diethyl ether. The combined organics were washed with four portions of water, washed with brine, dried over magnesium sulfate, filtered, and concentrated in vacuo to afford 6.1 g of...